From a dataset of the Open Reaction Database (ORD), a public repository of structured organic reaction records. describe an organic reaction: reactants, conditions, products, and yield Reaction conditions: temperature 70 celsius, time 18 hour. The product is CNC1CCN(CC1)CCO (2-(4-Methylamino-piperidin-1-yl)-ethanol). Starting materials: [OH-].[Na+] (NaOH), O (water), C(C)(C)(C)OC(NC1CCN(CC1)CCO)=O ([1-(2-hydroxy-ethyl)-piperidin-4-yl]-carbamic acid tert-butyl ester), [H-].[Al+3].[Li+].[H-].[H-].[H-] (lithium aluminum hydride), O (water). Isolated yield 101.7%. Solvent: O1CCCC1 (tetrahydrofuran). Procedure: To a solution of [1-(2-hydroxy-ethyl)-piperidin-4-yl]-carbamic acid tert-butyl ester (CAS m 558443-53-1) (5.71 g, 23 mmol) in tetrahydrofuran (100 ml) at 23° C. was added in portions lithium aluminum hydride (2.66 g, 70 mmol) and the mixture was stirred at 70° C. for 18 h. Then the reaction was cooled to 0° C., water (2.66 ml) was added very slowly, then NaOH 15% (7.98 ml) and water (2.66 ml). The mixture was stirred at 23° C. for 1.5 h, the precipitate was filtered off, washed with tetrahydrofu... As a reaction SMILES: C(O[C:6](=O)[NH:7][CH:8]1[CH2:13][CH2:12][N:11]([CH2:14][CH2:15][OH:16])[CH2:10][CH2:9]1)(C)(C)C.[H-].[Al+3].[Li+].[H-].[H-].[H-].O.[OH-].[Na+]>O1CCCC1>[CH3:6][NH:7][CH:8]1[CH2:13][CH2:12][N:11]([CH2:14][CH2:15][OH:16])[CH2:10][CH2:9]1 |f:1.2.3.4.5.6,8.9|. Starting materials: CC(=O)OCC1OC(c2ccc(Cl)c(Cc3ccc(Br)s3)c2)C(OC(C)=O)C(OC(C)=O)C1OC(C)=O, O=C([O-])O, COCCOC, [Cs+], [F-], OB(O)c1ccc(F)nc1, [Na+], c1ccc(P(c2ccccc2)(c2ccccc2)[Pd](P(c2ccccc2)(c2ccccc2)c2ccccc2)(P(c2ccccc2)(c2ccccc2)c2ccccc2)P(c2ccccc2)(c2ccccc2)c2ccccc2)cc1. Yields the product CC(=O)OCC1OC(c2ccc(Cl)c(Cc3ccc(-c4ccc(F)nc4)s3)c2)C(OC(C)=O)C(OC(C)=O)C1OC(C)=O. Reaction SMILES: [C:1]([CH3:2])(=[O:3])[O:4][CH:5]1[CH:6]([c:24]2[cH:25][c:26]([CH2:31][c:32]3[s:33][c:34]([Br:37])[cH:35][cH:36]3)[c:27]([Cl:30])[cH:28][cH:29]2)[O:7][CH:8]([CH2:19][O:20][C:21]([CH3:22])=[O:23])[CH:9]([O:15][C:16]([CH3:17])=[O:18])[CH:10]1[O:11][C:12]([CH3:13])=[O:14].[C:50](=[O:51])([O-:52])[OH:53].[CH3:55][O:56][CH2:57][CH2:58][O:59][CH3:60].[Cs+:49].[F-:48].[F:38][c:39]1[cH:40][cH:41][c:42]([B:45]([OH:46])[OH:47])[cH:43][n:44]1.[Na+:54].[cH:61]1[cH:62][cH:63][c:64]([P:65]([Pd:66]([P:67]([c:68]2[cH:69][cH:70][cH:71][cH:72][cH:73]2)([c:74]2[cH:75][cH:76][cH:77][cH:78][cH:79]2)[c:80]2[cH:81][cH:82][cH:83][cH:84][cH:85]2)([P:86]([c:87]2[cH:88][cH:89][cH:90][cH:91][cH:92]2)([c:93]2[cH:94][cH:95][cH:96][cH:97][cH:98]2)[c:99]2[cH:100][cH:101][cH:102][cH:103][cH:104]2)[P:105]([c:106]2[cH:107][cH:108][cH:109][cH:110][cH:111]2)([c:112]2[cH:113][cH:114][cH:115][cH:116][cH:117]2)[c:118]2[cH:119][cH:120][cH:121][cH:122][cH:123]2)([c:124]2[cH:125][cH:126][cH:127][cH:128][cH:129]2)[c:130]2[cH:131][cH:132][cH:133][cH:134][cH:135]2)[cH:136][cH:137]1>>[C:1]([CH3:2])(=[O:3])[O:4][CH:5]1[CH:6]([c:24]2[cH:25][c:26]([CH2:31][c:32]3[s:33][c:34](-[c:42]4[cH:41][cH:40][c:39]([F:38])[n:44][cH:43]4)[cH:35][cH:36]3)[c:27]([Cl:30])[cH:28][cH:29]2)[O:7][CH:8]([CH2:19][O:20][C:21]([CH3:22])=[O:23])[CH:9]([O:15][C:16]([CH3:17])=[O:18])[CH:10]1[O:11][C:12]([CH3:13])=[O:14]. Reactants: [OH-].[Na+] (sodium hydroxide), [H-].[Al+3].[Li+].[H-].[H-].[H-] (lithium aluminum hydride), COC=1C=C2C(=CC=NC2=C(C1)NC(CCCCCN1CCSCC1)=O)C (N-(6-methoxy-4-methyl-8-quinolinyl)-4-thiamorpholine-hexanamide), [Cl-].[Al+3].[Cl-].[Cl-] (aluminum chloride). Run in O (water), O1CCCC1 (tetrahydrofuran), O1CCCC1 (tetrahydrofuran), O1CCCC1 (tetrahydrofuran). Yields the product Cl.Cl.COC=1C=C2C(=CC=NC2=C(C1)NCCCCCCN1CCSCC1)C (6-Methoxy-4-methyl-N-[6-(4-thiamorpholinyl)hexyl]-8-quinolinamine,dihydrochloride). Yield: 120.9%. Reaction SMILES: [Cl-:1].[Al+3].[Cl-].[Cl-].[H-].[Al+3].[Li+].[H-].[H-].[H-].[CH3:11][O:12][C:13]1[CH:14]=[C:15]2[C:20](=[C:21]([NH:23][C:24](=O)[CH2:25][CH2:26][CH2:27][CH2:28][CH2:29][N:30]3[CH2:35][CH2:34][S:33][CH2:32][CH2:31]3)[CH:22]=1)[N:19]=[CH:18][CH:17]=[C:16]2[CH3:37].[OH-].[Na+]>O1CCCC1.O>[ClH:1].[ClH:1].[CH3:11][O:12][C:13]1[CH:14]=[C:15]2[C:20](=[C:21]([NH:23][CH2:24][CH2:25][CH2:26][CH2:27][CH2:28][CH2:29][N:30]3[CH2:31][CH2:32][S:33][CH2:34][CH2:35]3)[CH:22]=1)[N:19]=[CH:18][CH:17]=[C:16]2[CH3:37] |f:0.1.2.3,4.5.6.7.8.9,11.12,15.16.17|. Procedure: To 50 ml of tetrahydrofuran at -50° was added 2.7 g (0.02 mole) of anhydrous aluminum chloride. The slurry was added to a mixture of 2.2 g (0.058 mole) of lithium aluminum hydride in 100 ml of tetrahydrofuran at -30° and the mixture was stirred and allowed to warm to -20°. A solution of 5.6 g (0.0144 mole) of N-(6-methoxy-4-methyl-8-quinolinyl)-4-thiamorpholine-hexanamide in 50 ml of tetrahydrofuran was added to the mixture dropwise. The mixture was stirred at -10° for 3 hr, allowed to warm to r... Reactants: SC=1N(C(C2=C(N1)C=CS2)=O)C (2-mercapto-3-methylthieno[3,2-d]-pyrimidin-4(3H)-one), [OH-].[Na+].O (sodium hydroxide water), ClC1=C(C(=O)C2=CC=C(CBr)C=C2)C=CC(=C1)Cl (4-(2,4-dichlorobenzoyl)benzyl bromide). Solvent: O (water), C(C)O (ethanol). Conditions: temperature 60 celsius, time 1 hour. Yields the product ClC1=C(C(=O)C2=CC=C(CSC=3N(C(C4=C(N3)C=CS4)=O)C)C=C2)C=CC(=C1)Cl (2-[4-(2,4-Dichlorobenzoyl)benzylthio]-3-methylthieno[3,2-d]pyrimidin-4(3H)-one). Yield: 72.6%. As a reaction SMILES: [SH:1][C:2]1[N:3]([CH3:12])[C:4](=[O:11])[C:5]2[S:10][CH:9]=[CH:8][C:6]=2[N:7]=1.[OH-].[Na+].O.[Cl:16][C:17]1[CH:32]=[C:31]([Cl:33])[CH:30]=[CH:29][C:18]=1[C:19]([C:21]1[CH:28]=[CH:27][C:24]([CH2:25]Br)=[CH:23][CH:22]=1)=[O:20]>C(O)C.O>[Cl:16][C:17]1[CH:32]=[C:31]([Cl:33])[CH:30]=[CH:29][C:18]=1[C:19]([C:21]1[CH:22]=[CH:23][C:24]([CH2:25][S:1][C:2]2[N:3]([CH3:12])[C:4](=[O:11])[C:5]3[S:10][CH:9]=[CH:8][C:6]=3[N:7]=2)=[CH:27][CH:28]=1)=[O:20] |f:1.2.3|. Procedure: To a solution of 2-mercapto-3-methylthieno[3,2-d]-pyrimidin-4(3H)-one (1.0 g) and 1N-sodium hydroxide/water (5.5 ml) in ethanol (20 ml) was added 4-(2,4-dichlorobenzoyl)benzyl bromide (1.91 g) and the mixture was stirred at 60° C. for 1 hour. This reaction mixture was poured in water and the resulting crystals were collected by filtration, rinsed with water, and recrystallized from ethyl acetate to provide the title compound as colorless solid (1.69 g).